From a dataset of the Open Reaction Database (ORD), a public repository of structured organic reaction records. describe an organic reaction: reactants, conditions, products, and yield Procedure details: An ethereal solution of diazodecane was added dropwise to a solution of 100 mg of (13E)-(6RS,9α,11α,15S)-6,9-epithio-11,15-dihydroxyprost-13-enoic acid (prepared as described in Example 2) in 5 ml of methylene chloride at room temperature with stirring until the starting material was not detected by thin layer chromatography on silica gel using a 2% v/v solution of methanol in ethyl acetate as developing solvent. The reaction mixture was concentrated under reduced pressure, and the residue was p... The product is C(CCCCCCCCC)OC(CCCCC1C[C@H]2[C@H](C[C@H]([C@@H]2\C=C\[C@H](CCCCC)O)O)S1)=O ((13E)-(6RS,9α,11α,15S)-6,9-Epithio-11,15-dihydroxyprost-13-enoic acid decyl ester). The solvent is ethyl acetate, C(Cl)Cl (methylene chloride). The reactants are [N+](=[N-])=CCCCCCCCCC (diazodecane), S1C(CCCCC(=O)O)C[C@H]2[C@@H]1C[C@H]([C@@H]2\C=C\[C@H](CCCCC)O)O ((13E)-(6RS,9α,11α,15S)-6,9-epithio-11,15-dihydroxyprost-13-enoic acid), CO (methanol). As a reaction SMILES: [N+](=[CH:3][CH2:4][CH2:5][CH2:6][CH2:7][CH2:8][CH2:9][CH2:10][CH2:11][CH3:12])=[N-].[S:13]1[C@H:24]2[CH2:25][C@@H:26]([OH:37])[C@H:27](/[CH:28]=[CH:29]/[C@@H:30]([OH:36])[CH2:31][CH2:32][CH2:33][CH2:34][CH3:35])[C@H:23]2[CH2:22][CH:14]1[CH2:15][CH2:16][CH2:17][CH2:18][C:19]([OH:21])=[O:20].CO>C(Cl)Cl>[CH2:3]([O:21][C:19](=[O:20])[CH2:18][CH2:17][CH2:16][CH2:15][CH:14]1[S:13][C@H:24]2[CH2:25][C@@H:26]([OH:37])[C@H:27](/[CH:28]=[CH:29]/[C@@H:30]([OH:36])[CH2:31][CH2:32][CH2:33][CH2:34][CH3:35])[C@H:23]2[CH2:22]1)[CH2:4][CH2:5][CH2:6][CH2:7][CH2:8][CH2:9][CH2:10][CH2:11][CH3:12]. The reactants are CC(=O)C (acetone), [OH-].[Na+] (NaOH), N1C[C@@H](CCC1)N1C(=NC2=C1C=CC=C2)[C@H](C)NC2=C1N=CNC1=NC=N2 ([(S)-1-((R)-1-Piperidin-3-yl-1H-benzoimidazol-2-yl)ethyl]-(9H-purin-6-yl)amine), C(C)(=O)O[BH-](OC(C)=O)OC(C)=O.[Na+] (sodium triacetoxyborohydride). Reagents/catalysts: CC(=O)O (AcOH). Solvent: C(Cl)Cl (DCM). Conditions: time 5 minute. Yields the product C(C)(C)N1C[C@@H](CCC1)N1C(=NC2=C1C=CC=C2)[C@H](C)NC2=C1N=CNC1=NC=N2 (N—((S)-1-(1-((R)-1-isopropylpiperidin-3-yl)-1H-benzo[d]imidazol-2-yl)ethyl)-9H-purin-6-amine). Isolated yield 34.6%. As a reaction SMILES: [NH:1]1[CH2:6][CH2:5][CH2:4][C@@H:3]([N:7]2[C:11]3[CH:12]=[CH:13][CH:14]=[CH:15][C:10]=3[N:9]=[C:8]2[C@@H:16]([NH:18][C:19]2[N:27]=[CH:26][N:25]=[C:24]3[C:20]=2[N:21]=[CH:22][NH:23]3)[CH3:17])[CH2:2]1.[CH3:28][C:29]([CH3:31])=O.C(O[BH-](OC(=O)C)OC(=O)C)(=O)C.[Na+].[OH-].[Na+]>C(Cl)Cl.CC(O)=O>[CH:29]([N:1]1[CH2:6][CH2:5][CH2:4][C@@H:3]([N:7]2[C:11]3[CH:12]=[CH:13][CH:14]=[CH:15][C:10]=3[N:9]=[C:8]2[C@@H:16]([NH:18][C:19]2[N:27]=[CH:26][N:25]=[C:24]3[C:20]=2[N:21]=[CH:22][NH:23]3)[CH3:17])[CH2:2]1)([CH3:31])[CH3:28] |f:2.3,4.5|. Procedure: To a mixture of [(S)-1-((R)-1-piperidin-3-yl-1H-benzoimidazol-2-yl)ethyl]-(9H-purin-6-yl)amine from Example 16 (150 mg, 0.414 mmol) in anhydrous DCM (3 mL) was added acetone (90 μL, 1.24 mmol) followed by AcOH (1 drop). After stirring for 5 min, sodium triacetoxyborohydride (132 mg, 0.621 mmol) was added and stirring was continued for 22 h. The mixture was then treated with NaOH (1N, 2 mL) and then vigorously stirred for 10 min. Volatiles were removed in vacuo and the resulting residue was purif... The reactants are CC(C)C[AlH]CC(C)C (DIBAL), C(C)OC(CC=1N=C(SC1)C1=CC=C(C=C1)Cl)=O ([2-(4-chloro-phenyl)-thiazol-4-yl]-acetic acid ethyl ester), CC(C)C[AlH]CC(C)C (DIBAL). Run in C1CCOC1 (THF). Reaction conditions: temperature 2.5 celsius, time 8 hour. Product: ClC1=CC=C(C=C1)C=1SC=C(N1)CCO (2-[2-(4-Chloro-phenyl)-thiazol-4-yl]ethanol). Isolated yield 123.5%. Reaction SMILES: C([O:3][C:4](=O)[CH2:5][C:6]1[N:7]=[C:8]([C:11]2[CH:16]=[CH:15][C:14]([Cl:17])=[CH:13][CH:12]=2)[S:9][CH:10]=1)C.CC(C[AlH]CC(C)C)C>C1COCC1>[Cl:17][C:14]1[CH:13]=[CH:12][C:11]([C:8]2[S:9][CH:10]=[C:6]([CH2:5][CH2:4][OH:3])[N:7]=2)=[CH:16][CH:15]=1. Procedure: Dissolve [2-(4-chloro-phenyl)-thiazol-4-yl]-acetic acid ethyl ester (107.4 g, 381.2 mmol) in THF (800 mL) and cool to 0-5° C. Slowly add DIBAL (1.0 M in THF, 800 mL, 800 mmol) over approximately 3.5 h keeping the temperature<5° C. After the addition is complete warm the resulting solution to room temperature and stir mechanically overnight. Cool the solution to 0-5° C. and slowly add additional DIBAL (150 mL) keeping the temperature<5° C. Stir at room temperature for 2.5 h, then cool to 0-5° C. ... The reactants are O=C([O-])[O-], COC(=O)c1ccnc(Cl)c1, Cc1ccccc1, [Cs+], [Cs+], CCCc1c(OCc2cccc(N)c2)ccc(C(C)=O)c1O, O=C(C=Cc1ccccc1)C=Cc1ccccc1, O=C(C=Cc1ccccc1)C=Cc1ccccc1, O=C(C=Cc1ccccc1)C=Cc1ccccc1, [Pd], [Pd]. The product is CCCc1c(OCc2cccc(Nc3cc(C(=O)OC)ccn3)c2)ccc(C(C)=O)c1O. RXN SMILES: [C:34](=[O:35])([O-:36])[O-:37].[CH3:23][O:24][C:25]([c:26]1[cH:27][c:28]([Cl:32])[n:29][cH:30][cH:31]1)=[O:33].[CH3:40][c:41]1[cH:42][cH:43][cH:44][cH:45][cH:46]1.[Cs+:38].[Cs+:39].[NH2:1][c:2]1[cH:3][c:4]([CH2:5][O:6][c:7]2[c:8]([CH2:17][CH2:18][CH3:19])[c:9]([OH:16])[c:10]([C:13]([CH3:14])=[O:15])[cH:11][cH:12]2)[cH:20][cH:21][cH:22]1.[O:49]=[C:50]([CH:51]=[CH:52][c:53]1[cH:54][cH:55][cH:56][cH:57][cH:58]1)[CH:59]=[CH:60][c:61]1[cH:62][cH:63][cH:64][cH:65][cH:66]1.[O:67]=[C:68]([CH:69]=[CH:70][c:71]1[cH:72][cH:73][cH:74][cH:75][cH:76]1)[CH:77]=[CH:78][c:79]1[cH:80][cH:81][cH:82][cH:83][cH:84]1.[O:85]=[C:86]([CH:87]=[CH:88][c:89]1[cH:90][cH:91][cH:92][cH:93][cH:94]1)[CH:95]=[CH:96][c:97]1[cH:98][cH:99][cH:100][cH:101][cH:102]1.[Pd:47].[Pd:48]>>[NH:1]([c:2]1[cH:3][c:4]([CH2:5][O:6][c:7]2[c:8]([CH2:17][CH2:18][CH3:19])[c:9]([OH:16])[c:10]([C:13]([CH3:14])=[O:15])[cH:11][cH:12]2)[cH:20][cH:21][cH:22]1)[c:28]1[cH:27][c:26]([C:25]([O:24][CH3:23])=[O:33])[cH:31][cH:30][n:29]1. The reactants are C1CCOC1, COC(=O)C=Cc1ccc(C(C(=O)Nc2ccc(C(F)(F)F)cc2)N(C=O)CCN2CCOCC2)cc1, Cl, [Na+], [OH-]. Product: O=CN(CCN1CCOCC1)C(C(=O)Nc1ccc(C(F)(F)F)cc1)c1ccc(C=CC(=O)O)cc1. RXN SMILES: [CH2:41]1[O:42][CH2:43][CH2:44][CH2:45]1.[CH3:1][O:2][C:3]([CH:4]=[CH:5][c:6]1[cH:7][cH:8][c:9]([CH:12]([C:13]([NH:14][c:15]2[cH:16][cH:17][c:18]([C:21]([F:22])([F:23])[F:24])[cH:19][cH:20]2)=[O:25])[N:26]([CH2:27][CH2:28][N:29]2[CH2:30][CH2:31][O:32][CH2:33][CH2:34]2)[CH:35]=[O:36])[cH:10][cH:11]1)=[O:37].[ClH:40].[Na+:39].[OH-:38]>>[O:2]=[C:3]([CH:4]=[CH:5][c:6]1[cH:7][cH:8][c:9]([CH:12]([C:13]([NH:14][c:15]2[cH:16][cH:17][c:18]([C:21]([F:22])([F:23])[F:24])[cH:19][cH:20]2)=[O:25])[N:26]([CH2:27][CH2:28][N:29]2[CH2:30][CH2:31][O:32][CH2:33][CH2:34]2)[CH:35]=[O:36])[cH:10][cH:11]1)[OH:37]. The reactants are Cc1nc(-c2ccc(C(F)(F)F)cc2)sc1CCOc1ccc2c(Cl)cn(CC(=O)OC(C)(C)C)c2c1, [Li+], [OH-]. Product: Cc1nc(-c2ccc(C(F)(F)F)cc2)sc1CCOc1ccc2c(Cl)cn(CC(=O)O)c2c1. Reaction SMILES: [C:1]([CH3:2])([CH3:3])([CH3:4])[O:5][C:6]([CH2:7][n:8]1[cH:9][c:10]([Cl:36])[c:11]2[cH:12][cH:13][c:14]([O:17][CH2:18][CH2:19][c:20]3[c:21]([CH3:35])[n:22][c:23](-[c:25]4[cH:26][cH:27][c:28]([C:31]([F:32])([F:33])[F:34])[cH:29][cH:30]4)[s:24]3)[cH:15][c:16]12)=[O:37].[Li+:39].[OH-:38]>>[O:5]=[C:6]([CH2:7][n:8]1[cH:9][c:10]([Cl:36])[c:11]2[cH:12][cH:13][c:14]([O:17][CH2:18][CH2:19][c:20]3[c:21]([CH3:35])[n:22][c:23](-[c:25]4[cH:26][cH:27][c:28]([C:31]([F:32])([F:33])[F:34])[cH:29][cH:30]4)[s:24]3)[cH:15][c:16]12)[OH:37]. Starting materials: C(C)NCCCCCCC (ethylheptylamine), CS(=O)(=O)NC1=CC=C(C=C1)C(CCC(=O)O)=O (4-[(methylsulfonyl)amino]-γ-oxobenzenebutanoic acid), 2, ON1N=NC2=C1C=CC=C2 (1-hydroxybenzotriazole), C1(CCCCC1)N=C=NC1CCCCC1 (N,N'-dicyclohexylcarbodiimide). The solvent is CN(C)C=O (DMF). Run at temperature 5 celsius, time 1 hour. Yields the product C(C)N(C(CCC(C1=CC=C(C=C1)NS(=O)(=O)C)=O)=O)CCCCCCC (N-ethyl-N-heptyl-γ-oxo-4-[(methylsulfonyl)amino]benzenebutanamide). RXN SMILES: [CH3:1][S:2]([NH:5][C:6]1[CH:11]=[CH:10][C:9]([C:12](=[O:18])[CH2:13][CH2:14][C:15]([OH:17])=O)=[CH:8][CH:7]=1)(=[O:4])=[O:3].ON1C2C=CC=CC=2N=N1.C1(N=C=NC2CCCCC2)CCCCC1.[CH2:44]([NH:46][CH2:47][CH2:48][CH2:49][CH2:50][CH2:51][CH2:52][CH3:53])[CH3:45]>CN(C=O)C>[CH2:44]([N:46]([CH2:47][CH2:48][CH2:49][CH2:50][CH2:51][CH2:52][CH3:53])[C:15](=[O:17])[CH2:14][CH2:13][C:12](=[O:18])[C:9]1[CH:8]=[CH:7][C:6]([NH:5][S:2]([CH3:1])(=[O:3])=[O:4])=[CH:11][CH:10]=1)[CH3:45]. Procedure details: A stirred solution of 4-[(methylsulfonyl)amino]-γ-oxobenzenebutanoic acid as prepared in Preparation 2 (12.0 g, 0.044 mol) in DMF (100 ml) under N2 is cooled in an ice bath to 5° C. and treated with 1-hydroxybenzotriazole (5.94 g, 0.044 mol) and N,N'-dicyclohexylcarbodiimide (9.08 g, 0.044 mol). After 1 hour, ethylheptylamine (6.3 g, 0.044 mol) is added; after an additional 30 minutes the ice bath is removed and the mixture is kept at ambient temperature for 18 hours. The reaction mixture is fil... Reactants: C(\C=C(/C)\CCC=C(C)C)OC1=C(C(=O)O)C=CC(=C1)OC\C=C(/C)\CCC=C(C)C (2,4-digeranyloxybenzoic acid), NCC1N(CCC1)CC (2-aminomethyl-1-ethylpyrrolidine). The product is C(C)N1C(CCC1)CNC(C1=C(C=C(C=C1)OC\C=C(/C)\CCC=C(C)C)OC\C=C(/C)\CCC=C(C)C)=O (1-ethyl-2-(2,4-digeranyloxybenzoylaminomethyl)pyrrolidine). The yield is 76.0%. Reaction SMILES: [CH2:1]([O:11][C:12]1[CH:20]=[C:19]([O:21][CH2:22]/[CH:23]=[C:24](/[CH2:26][CH2:27][CH:28]=[C:29]([CH3:31])[CH3:30])\[CH3:25])[CH:18]=[CH:17][C:13]=1[C:14]([OH:16])=O)/[CH:2]=[C:3](/[CH2:5][CH2:6][CH:7]=[C:8]([CH3:10])[CH3:9])\[CH3:4].[NH2:32][CH2:33][CH:34]1[CH2:38][CH2:37][CH2:36][N:35]1[CH2:39][CH3:40]>>[CH2:39]([N:35]1[CH2:36][CH2:37][CH2:38][CH:34]1[CH2:33][NH:32][C:14](=[O:16])[C:13]1[CH:17]=[CH:18][C:19]([O:21][CH2:22]/[CH:23]=[C:24](/[CH2:26][CH2:27][CH:28]=[C:29]([CH3:31])[CH3:30])\[CH3:25])=[CH:20][C:12]=1[O:11][CH2:1]/[CH:2]=[C:3](/[CH2:5][CH2:6][CH:7]=[C:8]([CH3:9])[CH3:10])\[CH3:4])[CH3:40]. Reported procedure: In a manner identical to Example 15, 2,4-digeranyloxybenzoic acid (2.13 g) was subjected to a condensation reaction with 2-aminomethyl-1-ethylpyrrolidine (0.7 ml), thereby yielding 2.03 g (76%) of the aimed compound. Reactants: Cl (hydrochloric acid), BrC1=NC=CC=C1 (2-Bromopyridine), C(C)(C)[Mg]Cl (isopropyl magnesium chloride), FC1=CC=C(C=C1)N1N=CC2=C1C=C1CCN(C[C@]1(C2)C=O)S(=O)(=O)C2=CC=C(C=C2)C(F)(F)F ((R)-1-(4-fluorophenyl)-6-((4-(trifluoromethyl)phenyl)sulfonyl)-4,4a,5,6,7,8-hexahydro-1H-pyrazolo[3,4-g]isoquinoline-4a-carbaldehyde). Solvent: O1CCCC1 (tetrahydrofuran), O (water). Conditions: temperature 30 celsius, time 10 minute. Yields the product FC1=CC=C(C=C1)N1N=CC2=C1C=C1CCN(C[C@]1(C2)C(O)C2=NC=CC=C2)S(=O)(=O)C2=CC=C(C=C2)C(F)(F)F ((R)-(1-(4-fluorophenyl)-6-((4-(trifluoromethyl)phenyl)sulfonyl)-4,4a,5,6,7,8-hexahydro-1H-pyrazolo[3,4-g]isoquinolin-4a-yl)(pyridin-2-yl)-(R/S)-methanol). Isolated yield 55.6%. Reaction SMILES: Br[C:2]1[CH:7]=[CH:6][CH:5]=[CH:4][N:3]=1.C([Mg]Cl)(C)C.[F:13][C:14]1[CH:19]=[CH:18][C:17]([N:20]2[C:24]3[CH:25]=[C:26]4[C@:31]([CH:33]=[O:34])([CH2:32][C:23]=3[CH:22]=[N:21]2)[CH2:30][N:29]([S:35]([C:38]2[CH:43]=[CH:42][C:41]([C:44]([F:47])([F:46])[F:45])=[CH:40][CH:39]=2)(=[O:37])=[O:36])[CH2:28][CH2:27]4)=[CH:16][CH:15]=1.Cl>O1CCCC1.O>[F:13][C:14]1[CH:19]=[CH:18][C:17]([N:20]2[C:24]3[CH:25]=[C:26]4[C@:31]([CH:33]([C:2]5[CH:7]=[CH:6][CH:5]=[CH:4][N:3]=5)[OH:34])([CH2:32][C:23]=3[CH:22]=[N:21]2)[CH2:30][N:29]([S:35]([C:38]2[CH:39]=[CH:40][C:41]([C:44]([F:47])([F:45])[F:46])=[CH:42][CH:43]=2)(=[O:37])=[O:36])[CH2:28][CH2:27]4)=[CH:16][CH:15]=1. Procedure: 2-Bromopyridine (6.50 g, 40 mmol) was added to isopropyl magnesium chloride (2.0 M solution in tetrahydrofuran, 20 mL, 40 mmol) at room temperature. The mixture was stirred for 10 minutes then warmed to 30° C. and stirred for 105 minutes. The mixture was cooled to −10° C. and a solution of (R)-1-(4-fluorophenyl)-6-((4-(trifluoromethyl)phenyl)sulfonyl)-4,4a,5,6,7,8-hexahydro-1H-pyrazolo[3,4-g]isoquinoline-4a-carbaldehyde (5.5 g, 10 mmol) in tetrahydrofuran (9 mL) was added dropwise. The reaction ...